From a dataset of the Open Reaction Database (ORD), a public repository of structured organic reaction records. describe an organic reaction: reactants, conditions, products, and yield Starting materials: CN1N=C(N=N1)C1=CC=C(C=C1)CN1CCC(CC1)=O (1-{[4-(2-methyl-1,2,3,4-tetrazol-5-yl)phenyl]methyl}piperidin-4-one), [C-]#N.[Na+] (sodium cyanide). Reported procedure: In a first step as depicted in Scheme 2, an appropriately substituted phenyl derivative, for example, the known compound 2-methyl-5-(4-methylphenyl)-1,2,3,4-tetrazole, is brominated with, for example N-bromosuccinimide and light, to afford the corresponding 5-[4-(bromomethyl)phenyl]-2-methyl-1,2,3,4-tetrazole (A1). Intermediate (A1) is then reacted under basic conditions with an appropriately substituted cyclic amine derivative, for example, the known compound 4-piperidone hydrochloride monohydr... Reaction SMILES: [CH3:1][N:2]1[N:6]=[N:5][C:4]([C:7]2[CH:12]=[CH:11][C:10]([CH2:13][N:14]3[CH2:19][CH2:18][C:17](=[O:20])[CH2:16][CH2:15]3)=[CH:9][CH:8]=2)=[N:3]1.[C-:21]#[N:22].[Na+]>>[OH:20][C:17]1([C:21]#[N:22])[CH2:18][CH2:19][N:14]([CH2:13][C:10]2[CH:9]=[CH:8][C:7]([C:4]3[N:5]=[N:6][N:2]([CH3:1])[N:3]=3)=[CH:12][CH:11]=2)[CH2:15][CH2:16]1 |f:1.2|. Product: nitrile, OC1(CCN(CC1)CC1=CC=C(C=C1)C=1N=NN(N1)C)C#N (4-hydroxy-1-{[4-(2-methyl(1,2,3,4-tetrazol-5-yl))phenyl]methyl}piperidine-4-carbonitrile). Starting materials: OC1=C(C=CC=C1)S(N)(=O)=O (1-(hydroxy)-2-sulfamoylbenzene), BrCC(=O)NC (2-bromo-N-methylacetamide), C(=O)([O-])[O-].[K+].[K+] (K2CO3). Run in C(C)#N (acetonitrile). Run at time 4 hour. Product: S(N)(=O)(=O)C1=C(OCC(=O)NC)C=CC=C1 (2-(2-sulfamoylphenoxy)-N-methylacetamide). Yield: 44.4%. As a reaction SMILES: [OH:1][C:2]1[CH:7]=[CH:6][CH:5]=[CH:4][C:3]=1[S:8](=[O:11])(=[O:10])[NH2:9].Br[CH2:13][C:14]([NH:16][CH3:17])=[O:15].C([O-])([O-])=O.[K+].[K+]>C(#N)C>[S:8]([C:3]1[CH:4]=[CH:5][CH:6]=[CH:7][C:2]=1[O:1][CH2:13][C:14]([NH:16][CH3:17])=[O:15])(=[O:11])(=[O:10])[NH2:9] |f:2.3.4|. Procedure details: To a solution of crude 1-(hydroxy)-2-sulfamoylbenzene (400 mg, 2.4 mmol.) in 60 mL of acetonitrile was added 2-bromo-N-methylacetamide (332 mg, 2.4 mmol.), K2CO3 (662 mg, 4.8 mmol.) and KI (400 mg, 2.4 mmol.). The reaction mixture was stirred at room temperature for 4 h. The reaction mixture was filtered, concentrated and purified by prep-TLC to afford 2-(2-sulfamoylphenoxy)-N-methylacetamide (260 mg, 47%).